From a dataset of the Open Reaction Database (ORD), a public repository of structured organic reaction records. describe an organic reaction: reactants, conditions, products, and yield Reactants: N(=[N+]=[N-])C1C(NC2=C(CC1)C=CC=C2)=O (3-azido-1,3,4,5-tetrahydro-2H-1-benzazepin-2-one), C(C=C)(=O)OCC (ethyl acrylate), C(C)(C)(C)O (tert-butanol), [K] (potassium), ( a ). Run in O1CCCC1.C(C)(C)(C)O (tetrahydrofuran tert-butanol), O1CCCC1 (tetrahydrofuran). Product: N(=[N+]=[N-])C1C(N(C2=C(CC1)C=CC=C2)CCC(=O)OCC)=O (3-azido-2,3,4,5-tetrahydro-2-oxo-1H-1-benzazepine-1-propanoic acid, ethyl ester). As a reaction SMILES: [N:1]([CH:4]1[CH2:10][CH2:9][C:8]2[CH:11]=[CH:12][CH:13]=[CH:14][C:7]=2[NH:6][C:5]1=[O:15])=[N+:2]=[N-:3].[C:16]([O:20][CH2:21][CH3:22])(=[O:19])[CH:17]=[CH2:18].C(O)(C)(C)C.[K]>O1CCCC1.C(O)(C)(C)C.O1CCCC1>[N:1]([CH:4]1[CH2:10][CH2:9][C:8]2[CH:11]=[CH:12][CH:13]=[CH:14][C:7]=2[N:6]([CH2:18][CH2:17][C:16]([O:20][CH2:21][CH3:22])=[O:19])[C:5]1=[O:15])=[N+:2]=[N-:3] |f:4.5,^1:27|. Procedure details: A solution of 3-azido-1,3,4,5-tetrahydro-2H-1-benzazepin-2-one [prepared as described by Watthey et al., J. Med. Chem., 28, p. 1511-15156 (1985)] in tetrahydrofuran/tert-butanol was cooled to 0° C. and treated with ethyl acrylate and 1N tert-butanol, potassium salt/tetrahydrofuran according to the procedure of Example 40 part (a) affording 3-azido-2,3,4,5-tetrahydro-2-oxo-1H-1-benzazepine-1-propanoic acid, ethyl ester as a syrup. TLC (ethyl ether:hexane, 1:1) Rf =0.45.